This data is from the Open Reaction Database (ORD), a public repository of structured organic reaction records. The task is: describe an organic reaction: reactants, conditions, products, and yield The reactants are CCO, [H][H], [N-]=[N+]=NCCc1ccc(C(N)=O)cc1. Yields the product NCCc1ccc(C(N)=O)cc1. Reaction SMILES: [CH3:17][CH2:18][OH:19].[H:15][H:16].[N:1](=[N+:2]=[N-:3])[CH2:4][CH2:5][c:6]1[cH:7][cH:8][c:9]([C:10](=[O:11])[NH2:12])[cH:13][cH:14]1>>[NH2:1][CH2:4][CH2:5][c:6]1[cH:7][cH:8][c:9]([C:10](=[O:11])[NH2:12])[cH:13][cH:14]1. Yields the product Oc1cccc(C(Cl)=C(Cl)Cl)c1. Reaction SMILES: [B:1]([Br:2])([Br:3])[Br:4].[CH3:5][O:6][c:7]1[cH:8][c:9]([C:13](=[C:14]([Cl:15])[Cl:16])[Cl:17])[cH:10][cH:11][cH:12]1.[Cl:18][CH2:19][Cl:20]>>[OH:6][c:7]1[cH:8][c:9]([C:13](=[C:14]([Cl:15])[Cl:16])[Cl:17])[cH:10][cH:11][cH:12]1. Starting materials: BrB(Br)Br, COc1cccc(C(Cl)=C(Cl)Cl)c1, ClCCl. Starting materials: Cl.FC1=CC=C(C=C1)C=1N=C(SC1)N1CCNCC1 (1-[4-(4-Fluorophenyl)-1,3-thiazol-2-yl]piperazine hydrochloride), [OH-].[Na+] (sodium hydroxide). The solvent is O (water). Yields the product FC1=CC=C(C=C1)C=1N=C(SC1)N1CCNCC1 (1-[4-(4-Fluorophenyl)-1,3-thiazol-2-yl]piperazine). Isolated yield 89.0%. Reaction SMILES: Cl.[F:2][C:3]1[CH:8]=[CH:7][C:6]([C:9]2[N:10]=[C:11]([N:14]3[CH2:19][CH2:18][NH:17][CH2:16][CH2:15]3)[S:12][CH:13]=2)=[CH:5][CH:4]=1.[OH-].[Na+]>O>[F:2][C:3]1[CH:8]=[CH:7][C:6]([C:9]2[N:10]=[C:11]([N:14]3[CH2:15][CH2:16][NH:17][CH2:18][CH2:19]3)[S:12][CH:13]=2)=[CH:5][CH:4]=1 |f:0.1,2.3|. Reported procedure: 1-[4-(4-Fluorophenyl)-1,3-thiazol-2-yl]piperazine hydrochloride (1.00 g, 2.97 mmol) was dissolved in water. The solution was neutralized with 1N aqueous sodium hydroxide solution, and the mixture was extracted with chloroform. The extract was washed with water and dried over anhydrous magnesium sulfate, and the solvent was distilled off under reduced pressure to give the desired product (696 mg, 67.2%) as an oil. Reported procedure: 6.34 kg/h of ethylene plus 1.06 kg/h of liquid monomers containing by weight 97.2% methyl acrylate (MA), 2.7% maleic anhydride and 0.1% butylated hydroxy toluene (BHT) as well as 0.2-0.3 kg/h of methanol as telogen were fed continuously to a 720 ml adiabatic continuous stirred tank reactor. Reaction was initiated and maintained by the addition of di(sec-butyl)peroxydicarbonate (20% PDC/80% t-butylbenzene). Reaction conditions: Reactor temperature=160° C., Feed temp.=25° C. Pressure=186 MPa, Tota... Reaction SMILES: C=C.[C:3](OC)(=O)[CH:4]=C.[C:9]1(=[O:15])[O:14][C:12](=[O:13])[CH:11]=[CH:10]1.C(OC(OOC(OC(CC)C)=O)=O)(CC)C>CO>[CH2:3]=[CH2:4].[C:12]([O:14][CH3:9])(=[O:13])[CH:11]=[CH2:10].[C:12]1(=[O:13])[O:14][C:9](=[O:15])[CH:10]=[CH:11]1 |f:5.6.7|. Product: C=C.C(C=C)(=O)OC.C1(\C=C/C(=O)O1)=O (Ethylene/Methyl Acrylate Maleic Anhydride). Run in CO (methanol). Starting materials: C=C (ethylene), C(C=C)(=O)OC (methyl acrylate), C1(\C=C/C(=O)O1)=O (maleic anhydride), butylated hydroxy toluene, C(C)(CC)OC(=O)OOC(=O)OC(C)CC (di(sec-butyl)peroxydicarbonate). Reactants: C=O, CC(C)CC(NC1CCOCC1)C(=O)O. Yields the product CC(C)CC(C(=O)O)N(C)C1CCOCC1. As a reaction SMILES: [CH2:16]=[O:17].[CH3:1][CH:2]([CH2:3][CH:4]([C:5](=[O:6])[OH:7])[NH:8][CH:9]1[CH2:10][CH2:11][O:12][CH2:13][CH2:14]1)[CH3:15]>>[CH3:1][CH:2]([CH2:3][CH:4]([C:5](=[O:6])[OH:7])[N:8]([CH:9]1[CH2:10][CH2:11][O:12][CH2:13][CH2:14]1)[CH3:16])[CH3:15]. Reaction conditions: time 1 hour. Solvent: O (water), C(C)#N (acetonitrile). Reported procedure: To a stirred solution of 1.15 g (3.28 mmole) of cis-1-(2,4-dimethoxybenzyl)-2-(2,2-dimethoxyethyl)-3-azido-4-azetidinone in 120 ml of degassed acetonitrile was added at 80°, a solution of 11.8 g (43.7 mmole) of potassium persulfate and 4.05 g (23.3 mmole) of potassium monohydrogenphosphate in 135 ml of degassed water in 6 portions over a 1 hour period. The pH of the mixture was adjusted to 6.5- 7.0 with potassium monohydrogenphosphate after each addition. After one hour, the mixture was cooled t... Starting materials: S(=O)(=O)([O-])OOS(=O)(=O)[O-].[K+].[K+] (potassium persulfate), P(=O)(O)([O-])[O-].[K+].[K+] (potassium monohydrogenphosphate), P(=O)(O)([O-])[O-].[K+].[K+] (potassium monohydrogenphosphate), COC1=C(CN2[C@H]([C@H](C2=O)N=[N+]=[N-])CC(OC)OC)C=CC(=C1)OC (cis-1-(2,4-dimethoxybenzyl)-2-(2,2-dimethoxyethyl)-3-azido-4-azetidinone), COC1=C(C=O)C=CC(=C1)OC (2,4-dimethoxybenzaldehyde). Yield: 77.7%. Yields the product COC(C[C@@H]1NC([C@@H]1N=[N+]=[N-])=O)OC (Cis-2-(2',2'-dimethoxyethyl)-3-azido-4-azetidinone). RXN SMILES: COC1C=C(OC)C=CC=1C[N:6]1[C:9](=[O:10])[C@H:8]([N:11]=[N+:12]=[N-:13])[C@@H:7]1[CH2:14][CH:15]([O:18][CH3:19])[O:16][CH3:17].S(OOS([O-])(=O)=O)([O-])(=O)=O.[K+].[K+].P([O-])([O-])(O)=O.[K+].[K+].COC1C=C(OC)C=CC=1C=O>C(#N)C.O>[CH3:19][O:18][CH:15]([O:16][CH3:17])[CH2:14][C@H:7]1[C@@H:8]([N:11]=[N+:12]=[N-:13])[C:9](=[O:10])[NH:6]1 |f:1.2.3,4.5.6|. Starting materials: CCOC(=O)N=NC(=O)OCC (Azo dicarboxylic acid diethyl), ice, [N+](=O)([O-])C1=CC=C(C=C1)O (4-Nitrophenol), C(C)(C)(C)OC(=O)NCCO (2-(tert-butoxycarbonylamino)ethanol), C1(=CC=CC=C1)P(C1=CC=CC=C1)C1=CC=CC=C1 (triphenylphosphine). The solvent is O1CCCC1 (tetrahydrofuran), O1CCCC1 (tetrahydrofuran). Run at time 1 hour. Yields the product C(C)(C)(C)OC(=O)NCCOC1=CC=C(C=C1)[N+](=O)[O-] (N-(tert-butoxycarbonyl)-2-(4-nitrophenoxy)ethylamine). Isolated yield 72.6%. Reaction SMILES: [N+:1]([C:4]1[CH:9]=[CH:8][C:7]([OH:10])=[CH:6][CH:5]=1)([O-:3])=[O:2].[C:11]([O:15][C:16]([NH:18][CH2:19][CH2:20]O)=[O:17])([CH3:14])([CH3:13])[CH3:12].C1(P(C2C=CC=CC=2)C2C=CC=CC=2)C=CC=CC=1.CCOC(N=NC(OCC)=O)=O>O1CCCC1>[C:11]([O:15][C:16]([NH:18][CH2:19][CH2:20][O:10][C:7]1[CH:8]=[CH:9][C:4]([N+:1]([O-:3])=[O:2])=[CH:5][CH:6]=1)=[O:17])([CH3:14])([CH3:13])[CH3:12]. Reported procedure: 4-Nitrophenol (4.01 g), 2-(tert-butoxycarbonylamino)ethanol (4.65 g) and triphenylphosphine (7.55 g) were dissolved into tetrahydrofuran (50 ml) and the solution was ice cooled. Azo dicarboxylic acid diethyl (5.52 g) dissolved in tetrahydrofuran (5 ml) was added drop-wise into the ice-cooled solution. After being stirred for one hour at room temperature, the reaction mixture was concentrated under vacuum. Residue was dissolved into ethyl acetate (50 ml). Hexane (400 ml) was added to the ethyl ac... Starting materials: [O-][n+]1cccc(F)c1, [Na+], [OH-], O=[N+]([O-])O, O=S(=O)(O)O. Yields the product O=[N+]([O-])c1cc[n+]([O-])cc1F. As a reaction SMILES: [F:1][c:2]1[cH:3][n+:4]([O-:8])[cH:5][cH:6][cH:7]1.[Na+:14].[OH-:13].[OH:9][N+:10]([O-:11])=[O:12].[S:15](=[O:16])(=[O:17])([OH:18])[OH:19]>>[F:1][c:2]1[cH:3][n+:4]([O-:8])[cH:5][cH:6][c:7]1[N+:10](=[O:9])[O-:11]. The reactants are COc1ccccc1, [Na+], [OH-], O=C(O)C(F)(F)F, CC(C)(C)OC(=O)N1CC2CC1CN2c1cncc(-c2ccsc2)c1. Yields the product c1cc(-c2cncc(N3CC4CC3CN4)c2)cs1. Reaction SMILES: [CH3:35][O:36][c:37]1[cH:38][cH:39][cH:40][cH:41][cH:42]1.[Na+:34].[OH-:33].[OH:26][C:27]([C:28]([F:29])([F:30])[F:31])=[O:32].[s:1]1[cH:2][c:3](-[c:6]2[cH:7][c:8]([N:12]3[CH:13]4[CH2:14][N:15]([C:19]([O:20][C:21]([CH3:22])([CH3:23])[CH3:24])=[O:25])[CH:16]([CH2:17]3)[CH2:18]4)[cH:9][n:10][cH:11]2)[cH:4][cH:5]1>>[s:1]1[cH:2][c:3](-[c:6]2[cH:7][c:8]([N:12]3[CH:13]4[CH2:14][NH:15][CH:16]([CH2:17]3)[CH2:18]4)[cH:9][n:10][cH:11]2)[cH:4][cH:5]1.